From a dataset of the Open Reaction Database (ORD), a public repository of structured organic reaction records. describe an organic reaction: reactants, conditions, products, and yield Reactants: Brc1ccc2c(c1)Cc1ccccc1-2, COC(Cl)Cl, ClCCl, Cl[Sn](Cl)(Cl)Cl. Yields the product O=Cc1ccc2c(c1)Cc1cc(Br)ccc1-2. RXN SMILES: [Br:1][c:2]1[cH:3][c:4]2[c:12]([cH:13][cH:14]1)-[c:11]1[c:6]([cH:7][cH:8][cH:9][cH:10]1)[CH2:5]2.[CH3:20][O:21][CH:22]([Cl:23])[Cl:24].[Cl:25][CH2:26][Cl:27].[Sn:15]([Cl:16])([Cl:17])([Cl:18])[Cl:19]>>[Br:1][c:2]1[cH:3][c:4]2[c:12]([cH:13][cH:14]1)-[c:11]1[c:6]([cH:7][c:8]([CH:20]=[O:21])[cH:9][cH:10]1)[CH2:5]2. Solvent: CO (MeOH). The reactants are C(=O)(C(F)(F)F)O (TFA), COC1=CC=C(C=N1)NC1=C(C=C(C=N1)CCO)C1=C2N=CN(C2=NC(=N1)C)C1OCCCC1 (2-(6-(6-methoxypyridin-3-ylamino)-5-(2-methyl-9-(tetrahydro-2H-pyran-2-yl)-9H-purin-6-yl)pyridin-3-yl)ethanol), C(=O)(C(F)(F)F)O (TFA). Yields the product COC1=CC=C(C=N1)NC1=C(C=C(C=N1)CCO)C1=C2N=CNC2=NC(=N1)C (2-(6-(6-methoxypyridin-3-ylamino)-5-(2-methyl-9H-purin-6-yl)pyridin-3-yl)ethanol). Isolated yield 35.5%. Procedure: The crude 2-(6-(6-methoxypyridin-3-ylamino)-5-(2-methyl-9-(tetrahydro-2H-pyran-2-yl)-9H-purin-6-yl)pyridin-3-yl)ethanol (193 mg, 0.418 mmol) was dissolved in MeOH (5.0 mL) and TFA (0.50 mL, 6.49 mmol) was added via syringe. The reaction was stirred at room temperature for 2.5 hours, and then more TFA (0.9 mL) was added, and stirring was continued overnight. Then, the flask was fitted with a reflux condenser and placed in a preheated oil bath (60° C.), stirring was continued for 75 minutes. (This... Reaction conditions: time 2.5 hour. Reaction SMILES: [CH3:1][O:2][C:3]1[N:8]=[CH:7][C:6]([NH:9][C:10]2[N:15]=[CH:14][C:13]([CH2:16][CH2:17][OH:18])=[CH:12][C:11]=2[C:19]2[N:27]=[C:26]([CH3:28])[N:25]=[C:24]3[C:20]=2[N:21]=[CH:22][N:23]3C2CCCCO2)=[CH:5][CH:4]=1.C(O)(C(F)(F)F)=O>CO>[CH3:1][O:2][C:3]1[N:8]=[CH:7][C:6]([NH:9][C:10]2[N:15]=[CH:14][C:13]([CH2:16][CH2:17][OH:18])=[CH:12][C:11]=2[C:19]2[N:27]=[C:26]([CH3:28])[N:25]=[C:24]3[C:20]=2[N:21]=[CH:22][NH:23]3)=[CH:5][CH:4]=1.